This data is from the Open Reaction Database (ORD), a public repository of structured organic reaction records. The task is: describe an organic reaction: reactants, conditions, products, and yield Starting materials: [Cl-].O[NH3+] (hydroxylammonium chloride), C(O)([O-])=O.[Na+] (sodium hydrogencarbonate), CS(=O)C (dimethyl sulfoxide), C(C)C1=CC2=C(N(C(N(C2=O)CC(=O)C2=CC=C(C=C2)OC)=O)CC2=CC=C(C=C2)C=2C(=CC(=CC2)F)C#N)S1 (4′-{[6-ethyl-3-[2-(4-methoxyphenyl)-2-oxoethyl]-2,4-dioxo-3,4-dihydrothieno[2,3-d]pyrimidin-1(2H)-yl]methyl}-4-fluorobiphenyl-2-carbonitrile). Run in C(Cl)(Cl)Cl (chloroform). Reaction conditions: temperature 40 celsius, time 30 minute. Product: C(C)C1=CC2=C(N(C(N(C2=O)CC(=O)C2=CC=C(C=C2)OC)=O)CC2=CC=C(C=C2)C2=C(C=C(C=C2)F)C2=NOC(N2)=O)S1 (6-ethyl-1-{[4′-fluoro-2′-(5-oxo-4,5-dihydro-1,2,4-oxadiazol-3-yl)biphenyl-4-yl]methyl}-3-[2-(4-methoxyphenyl)-2-oxoethyl]thieno[2,3-d]pyrimidine-2,4(1H,3H)-dione). Yield: 56.5%. Reaction SMILES: [Cl-].O[NH3+:3].[C:4](=[O:7])([O-])[OH:5].[Na+].CS(C)=O.[CH2:13]([C:15]1[S:52][C:18]2[N:19]([CH2:36][C:37]3[CH:42]=[CH:41][C:40]([C:43]4[C:44]([C:50]#[N:51])=[CH:45][C:46]([F:49])=[CH:47][CH:48]=4)=[CH:39][CH:38]=3)[C:20](=[O:35])[N:21]([CH2:24][C:25]([C:27]3[CH:32]=[CH:31][C:30]([O:33][CH3:34])=[CH:29][CH:28]=3)=[O:26])[C:22](=[O:23])[C:17]=2[CH:16]=1)[CH3:14]>C(Cl)(Cl)Cl>[CH2:13]([C:15]1[S:52][C:18]2[N:19]([CH2:36][C:37]3[CH:42]=[CH:41][C:40]([C:43]4[CH:48]=[CH:47][C:46]([F:49])=[CH:45][C:44]=4[C:50]4[NH:3][C:4](=[O:7])[O:5][N:51]=4)=[CH:39][CH:38]=3)[C:20](=[O:35])[N:21]([CH2:24][C:25]([C:27]3[CH:28]=[CH:29][C:30]([O:33][CH3:34])=[CH:31][CH:32]=3)=[O:26])[C:22](=[O:23])[C:17]=2[CH:16]=1)[CH3:14] |f:0.1,2.3|. Procedure: A mixture of hydroxylammonium chloride (2.4 g), sodium hydrogencarbonate (3.6 g) and dimethyl sulfoxide (40 mL) was stirred at 40° C. for 30 min, 4′-{[6-ethyl-3-[2-(4-methoxyphenyl)-2-oxoethyl]-2,4-dioxo-3,4-dihydrothieno[2,3-d]pyrimidin-1(2H)-yl]methyl}-4-fluorobiphenyl-2-carbonitrile (2.4 g) was added, and the mixture was stirred at 90° C. for 16 hr. The reaction mixture was diluted with chloroform, washed successively with water and saturated brine, and dried over anhydrous magnesium sulfate.... The reactants are IC1=NN(C2=NC=NC(=C21)N)CC2=NC1=C(N2C2=CC=CC=C2)C=CC=C1 (3-iodo-1-((1-phenyl-1H-benzo[d]imidazol-2-yl)methyl)-1H-pyrazolo[3,4-d]pyrimidin-4-amine), FC=1C=C(C=CC1O)B(O)O (3-fluoro-4-hydroxyphenylboronic acid), [F-].[Cs+] (CsF). The reagents and catalysts are C1=CC=C(C=C1)P([C-]2C=CC=C2)C3=CC=CC=C3.C1=CC=C(C=C1)P([C-]2C=CC=C2)C3=CC=CC=C3.Cl[Pd]Cl.[Fe+2] (Pd(dppf)Cl2). The solvent is COCCOC (DME), O (H2O), O (H2O). Yields the product NC1=C2C(=NC=N1)N(N=C2C2=CC(=C(C=C2)O)F)CC2=NC1=C(N2C2=CC=CC=C2)C=CC=C1 (4-(4-amino-1-((1-phenyl-1H-benzo[d]imidazol-2-yl)methyl)-1H-pyrazolo[3,4-d]pyrimidin-3-yl)-2-fluorophenol). Isolated yield 34.6%. As a reaction SMILES: I[C:2]1[C:10]2[C:5](=[N:6][CH:7]=[N:8][C:9]=2[NH2:11])[N:4]([CH2:12][C:13]2[N:17]([C:18]3[CH:23]=[CH:22][CH:21]=[CH:20][CH:19]=3)[C:16]3[CH:24]=[CH:25][CH:26]=[CH:27][C:15]=3[N:14]=2)[N:3]=1.[F:28][C:29]1[CH:30]=[C:31](B(O)O)[CH:32]=[CH:33][C:34]=1[OH:35].[F-].[Cs+]>COCCOC.O.C1C=CC(P(C2C=CC=CC=2)[C-]2C=CC=C2)=CC=1.C1C=CC(P(C2C=CC=CC=2)[C-]2C=CC=C2)=CC=1.Cl[Pd]Cl.[Fe+2]>[NH2:11][C:9]1[N:8]=[CH:7][N:6]=[C:5]2[N:4]([CH2:12][C:13]3[N:17]([C:18]4[CH:19]=[CH:20][CH:21]=[CH:22][CH:23]=4)[C:16]4[CH:24]=[CH:25][CH:26]=[CH:27][C:15]=4[N:14]=3)[N:3]=[C:2]([C:31]3[CH:32]=[CH:33][C:34]([OH:35])=[C:29]([F:28])[CH:30]=3)[C:10]=12 |f:2.3,6.7.8.9|. Procedure: A mixture of 3-iodo-1-((1-phenyl-1H-benzo[d]imidazol-2-yl)methyl)-1H-pyrazolo[3,4-d]pyrimidin-4-amine 141 (1.5 g, 3.2 mmol), 3-fluoro-4-hydroxyphenylboronic acid (0.6 g, 3.8 mmol), Pd(dppf)Cl2 (0.3 g) and CsF (1.0 g, 6.4 mmol) in DME (30 mL) and H2O (3 mL) was refluxed overnight. Then the mixture was cooled to room temperature, added H2O (50 mL) and extracted with EtOAc (30 mL×3). The combined organic layers were washed with brine and concentrated in vacuo. The residue was treated with CH2Cl2 an... Reactants: O=[N+]([O-])c1cc(Br)cc2c1NCC2, COc1ccc(S(=O)(=O)Cl)cc1, c1ccncc1. Yields the product COc1ccc(S(=O)(=O)N2CCc3cc(Br)cc([N+](=O)[O-])c32)cc1. As a reaction SMILES: [Br:1][c:2]1[cH:3][c:4]2[c:8]([c:9]([N+:11](=[O:12])[O-:13])[cH:10]1)[NH:7][CH2:6][CH2:5]2.[CH3:14][O:15][c:16]1[cH:17][cH:18][c:19]([S:22](=[O:23])(=[O:24])[Cl:25])[cH:20][cH:21]1.[cH:26]1[cH:27][cH:28][n:29][cH:30][cH:31]1>>[Br:1][c:2]1[cH:3][c:4]2[c:8]([c:9]([N+:11](=[O:12])[O-:13])[cH:10]1)[N:7]([S:22]([c:19]1[cH:18][cH:17][c:16]([O:15][CH3:14])[cH:21][cH:20]1)(=[O:23])=[O:24])[CH2:6][CH2:5]2. The reactants are ClCCO (2-chloroethanol), [N+](=O)([O-])C1=C(C=CC=C1)O (2-nitrophenol), [OH-].[Na+] (sodium hydroxide), O (water). Run in C(CCC)O (n-butanol). Run at temperature 100 celsius, time 3 day. Product: OCCOC1=C(C=CC=C1)[N+](=O)[O-] (2-(2-hydroxyethoxy)nitrobenzene). The yield is 82.0%. RXN SMILES: [N+:1]([C:4]1[CH:9]=[CH:8][CH:7]=[CH:6][C:5]=1[OH:10])([O-:3])=[O:2].[OH-].[Na+].O.Cl[CH2:15][CH2:16][OH:17]>C(O)CCC>[OH:17][CH2:16][CH2:15][O:10][C:5]1[CH:6]=[CH:7][CH:8]=[CH:9][C:4]=1[N+:1]([O-:3])=[O:2] |f:1.2|. Procedure: 10 g (71.88 mmol) 2-nitrophenol A1 and 3.59 g (89.86 mmol) sodium hydroxide were dissolved in 55 ml n-butanol and 5 ml water at 70° C., 6.26 ml (7.52 g, 93.44 mmol) 2-chloroethanol were slowly added drop by drop. This was followed by three days of vigorous stirring at 100° C. After cooling, the reaction mixture was filtrated, the precipitate washed with chloroform and the filtrate reduced. The residue was taken up in chloroform and washed three times with aqueous 10% sodium hydroxide solution. T... The reactants are c1ccc(C(c2ccccc2)(c2ccccc2)n2ccnc2)cc1, [Li]CCCC, CCCCCC, COC(=O)Cl, C1CCOC1, O. Product: COC(=O)c1nccn1C(c1ccccc1)(c1ccccc1)c1ccccc1. As a reaction SMILES: [C:1]([c:2]1[cH:3][cH:4][cH:5][cH:6][cH:7]1)([c:8]1[cH:9][cH:10][cH:11][cH:12][cH:13]1)([c:14]1[cH:15][cH:16][cH:17][cH:18][cH:19]1)[n:20]1[cH:21][n:22][cH:23][cH:24]1.[CH2:25]([Li:26])[CH2:27][CH2:28][CH3:29].[CH3:41][CH2:42][CH2:43][CH2:44][CH2:45][CH3:46].[Cl:30][C:31](=[O:32])[O:33][CH3:34].[O:36]1[CH2:37][CH2:38][CH2:39][CH2:40]1.[OH2:35]>>[C:1]([c:2]1[cH:3][cH:4][cH:5][cH:6][cH:7]1)([c:8]1[cH:9][cH:10][cH:11][cH:12][cH:13]1)([c:14]1[cH:15][cH:16][cH:17][cH:18][cH:19]1)[n:20]1[c:21]([C:31](=[O:32])[O:33][CH3:34])[n:22][cH:23][cH:24]1.